This data is from the Open Reaction Database (ORD), a public repository of structured organic reaction records. The task is: describe an organic reaction: reactants, conditions, products, and yield The reactants are [H-].[Na+] (sodium hydride), C1OC=2C=C(C=CC2O1)C1N(CCC=2C3=CC=CC=C3NC12)CC1=CC=NC=C1 (1-(3,4-methylened ioxyphenyl)-2-(pyridin-4-yl)methyl-2,3,4,9-tetrahydro-1H-β-carboline), CN(C)C=O (DMF). Yields the product C1OC=2C=C(C=CC2O1)C1N(CC2=C1NC=1C=CC=CC1C2=O)CC2=CC=NC=C2 (1,2,3,4-Tetrahydro-3-(3,4-methylenedioxyphenyl)-2-(pyridin-4-yl)methyl-9H-pyrrolo-[3,4-b]quinolin-9-one). As a reaction SMILES: [H-].[Na+].[CH2:3]1[O:11][C:10]2[CH:9]=[CH:8][C:7]([CH:12]3[C:24]4[NH:23][C:22]5[C:17](=[CH:18][CH:19]=[CH:20][CH:21]=5)[C:16]=4[CH2:15][CH2:14][N:13]3[CH2:25][C:26]3[CH:31]=[CH:30][N:29]=[CH:28][CH:27]=3)=[CH:6][C:5]=2[O:4]1.CN(C=[O:36])C>>[CH2:3]1[O:11][C:10]2[CH:9]=[CH:8][C:7]([CH:12]3[C:24]4[NH:23][C:22]5[CH:21]=[CH:20][CH:19]=[CH:18][C:17]=5[C:16](=[O:36])[C:15]=4[CH2:14][N:13]3[CH2:25][C:26]3[CH:31]=[CH:30][N:29]=[CH:28][CH:27]=3)=[CH:6][C:5]=2[O:4]1 |f:0.1|. Reported procedure: Following the same procedure as outlined in Example 21, sodium hydride (60% in mineral oil, 40 mg, 1.0 mmol) and 1-(3,4-methylened ioxyphenyl)-2-(pyridin-4-yl)methyl-2,3,4,9-tetrahydro-1H-β-carboline (192 mg, 0.50 mmol) (prepared as in Example 15) in DMF (10 mL, anhydrous) were reacted to yield the product as a white solid. Starting materials: C(C)(=O)O (Acetic acid), [N+](=[N-])=C (diazomethane), C(C)(=O)C(CCCCCCC(=O)O)CCCC(CCCCC)O (8-acetyl-12-hydroxyheptadecanoic acid). Solvent: CCOCC (ether), CCOCC (ether). Run at time 4 hour. Yields the product C(C)(=O)C(CCCCCCC(=O)OC)CCCC(CCCCC)O (methyl 8-acetyl-12-hydroxyheptadecanoate). Reaction SMILES: [N+](=C)=[N-].[C:4]([CH:7]([CH2:17][CH2:18][CH2:19][CH:20]([OH:26])[CH2:21][CH2:22][CH2:23][CH2:24][CH3:25])[CH2:8][CH2:9][CH2:10][CH2:11][CH2:12][CH2:13][C:14]([OH:16])=[O:15])(=[O:6])[CH3:5].[C:27](O)(=O)C>CCOCC>[C:4]([CH:7]([CH2:17][CH2:18][CH2:19][CH:20]([OH:26])[CH2:21][CH2:22][CH2:23][CH2:24][CH3:25])[CH2:8][CH2:9][CH2:10][CH2:11][CH2:12][CH2:13][C:14]([O:16][CH3:27])=[O:15])(=[O:6])[CH3:5]. Procedure details: A solution of diazomethane (approx. 2.5 g., 0.06 mole) in ether (100 ml.) is mixed with a solution of 8-acetyl-12-hydroxyheptadecanoic acid (9.9 g., 0.03 mole) in ether (50 ml.). The resulting solution is allowed to stand 4 hours at room temperature. Acetic acid is then added to destroy the excess diazomethane and the solution is washed with dilute sodium bicarbonate solution and water and dried over sodium sulfate. Evaporation of volatile materials at reduced pressure yields methyl 8-acetyl-12-... Reactants: solution, P(=O)([O-])([O-])[O-].[K+].[K+].[K+] (potassium phosphate), BrC=1C=C2N(N=CC(=C2N[C@H]2[C@@H](CN(CC2)C(=O)OC(C)(C)C)CC)C(N)=O)C1 ((3R,4R)-tert-butyl 4-((6-bromo-3-carbamoylpyrrolo[1,2-b]pyridazin-4-yl)amino)-3-ethylpiperidine-1-carboxylate), CN1N=CC(=C1)B1OC(C(O1)(C)C)(C)C (1-methyl-4-(4,4,5,5-tetramethyl-1,3,2-dioxaborolan-2-yl)-1H-pyrazole). Reagents/catalysts: C1=CC=C(C=C1)P([C-]2C=CC=C2)C3=CC=CC=C3.C1=CC=C(C=C1)P([C-]2C=CC=C2)C3=CC=CC=C3.Cl[Pd]Cl.[Fe+2].C(Cl)Cl (PdCl2(dppf) CH2Cl2). Solvent: O1CCOCC1 (dioxane). Conditions: temperature 100 celsius. The product is C(N)(=O)C1=C(C=2N(N=C1)C=C(C2)C=2C=NN(C2)C)N[C@H]2[C@@H](CN(CC2)C(=O)OC(C)(C)C)CC ((3R,4R)-tert-butyl 4-((3-carbamoyl-6-(1-methyl-1H-pyrazol-4-yl)pyrrolo[1,2-b]pyridazin-4-yl)amino)-3-ethylpiperidine-1-carboxylate). The yield is 82.6%. RXN SMILES: Br[C:2]1[CH:3]=[C:4]2[C:9]([NH:10][C@@H:11]3[CH2:16][CH2:15][N:14]([C:17]([O:19][C:20]([CH3:23])([CH3:22])[CH3:21])=[O:18])[CH2:13][C@H:12]3[CH2:24][CH3:25])=[C:8]([C:26](=[O:28])[NH2:27])[CH:7]=[N:6][N:5]2[CH:29]=1.[CH3:30][N:31]1[CH:35]=[C:34](B2OC(C)(C)C(C)(C)O2)[CH:33]=[N:32]1.P([O-])([O-])([O-])=O.[K+].[K+].[K+]>C1C=CC(P(C2C=CC=CC=2)[C-]2C=CC=C2)=CC=1.C1C=CC(P(C2C=CC=CC=2)[C-]2C=CC=C2)=CC=1.Cl[Pd]Cl.[Fe+2].C(Cl)Cl.O1CCOCC1>[C:26]([C:8]1[CH:7]=[N:6][N:5]2[CH:29]=[C:2]([C:34]3[CH:33]=[N:32][N:31]([CH3:30])[CH:35]=3)[CH:3]=[C:4]2[C:9]=1[NH:10][C@@H:11]1[CH2:16][CH2:15][N:14]([C:17]([O:19][C:20]([CH3:23])([CH3:21])[CH3:22])=[O:18])[CH2:13][C@H:12]1[CH2:24][CH3:25])(=[O:28])[NH2:27] |f:2.3.4.5,6.7.8.9.10|. Procedure: To a vial charged with (3R,4R)-tert-butyl 4-((6-bromo-3-carbamoylpyrrolo[1,2-b]pyridazin-4-yl)amino)-3-ethylpiperidine-1-carboxylate from Step 1 of Example 125 (349 mg, 0.748 mmol), 1-methyl-4-(4,4,5,5-tetramethyl-1,3,2-dioxaborolan-2-yl)-1H-pyrazole (467 mg, 2.245 mmol) and PdCl2(dppf)-CH2Cl2 Adduct (61.1 mg, 0.075 mmol) were added dioxane (5.0 ml) and a 2M solution of potassium phosphate (1.1 ml, 2.245 mmol). The suspension was purged with nitrogen for 5 minutes. The vial was sealed and heated... Reactants: S1C(=CC=C1)B(O)O (thiophene-2-boronic acid), aqueous solution, C(=O)([O-])[O-].[Na+].[Na+] (Na2CO3), COC(=O)C=1SC(=CC1)C(NC(C)C1=CC(=CC=C1)Br)=O (5-[1-(3-Bromo-phenyl)-ethylcarbamoyl]-thiophene-2-carboxylic acid methyl ester). The reagents and catalysts are [Pd].C1(=CC=CC=C1)P(C1=CC=CC=C1)C1=CC=CC=C1.C1(=CC=CC=C1)P(C1=CC=CC=C1)C1=CC=CC=C1.C1(=CC=CC=C1)P(C1=CC=CC=C1)C1=CC=CC=C1.C1(=CC=CC=C1)P(C1=CC=CC=C1)C1=CC=CC=C1 (tetrakis(triphenylphosphine)-palladium(0)). Run in C(C)O (ethanol), C(OC)COC (dimethoxyethane). Conditions: time 10 minute. Yields the product COC(=O)C=1SC(=CC1)C(NC(C)C1=CC(=CC=C1)C=1SC=CC1)=O (5-[1-(3-thiophen-2-yl-phenyl)-ethylcarbamoyl]-thiophene-2-carboxylic acid methyl ester). Isolated yield 80.1%. Reaction SMILES: [CH3:1][O:2][C:3]([C:5]1[S:6][C:7]([C:10](=[O:21])[NH:11][CH:12]([C:14]2[CH:19]=[CH:18][CH:17]=[C:16](Br)[CH:15]=2)[CH3:13])=[CH:8][CH:9]=1)=[O:4].[S:22]1[CH:26]=[CH:25][CH:24]=[C:23]1B(O)O.C([O-])([O-])=O.[Na+].[Na+]>C(COC)OC.C(O)C.[Pd].C1(P(C2C=CC=CC=2)C2C=CC=CC=2)C=CC=CC=1.C1(P(C2C=CC=CC=2)C2C=CC=CC=2)C=CC=CC=1.C1(P(C2C=CC=CC=2)C2C=CC=CC=2)C=CC=CC=1.C1(P(C2C=CC=CC=2)C2C=CC=CC=2)C=CC=CC=1>[CH3:1][O:2][C:3]([C:5]1[S:6][C:7]([C:10](=[O:21])[NH:11][CH:12]([C:14]2[CH:19]=[CH:18][CH:17]=[C:16]([C:23]3[S:22][CH:26]=[CH:25][CH:24]=3)[CH:15]=2)[CH3:13])=[CH:8][CH:9]=1)=[O:4] |f:2.3.4,7.8.9.10.11|. Procedure details: To a suspension of 10.0 mg (0.0086 mmol) tetrakis(triphenylphosphine)-palladium(0) in 2 ml dry dimethoxyethane, 100 mg (0.272 mmol) 5-[1-(3-Bromo-phenyl)-ethylcarbamoyl]-thiophene-2-carboxylic acid methyl ester were added and stirred for 10 min at room temperature under nitrogen atmosphere. 52.5 mg (0.410 mmol) thiophene-2-boronic acid in 0.5 ml ethanol and 285 μl (0.570 mmol) of a 2 M aqueous solution of Na2CO3 were added and the mixture was heated in the microwave oven (Emrys Optimizer) at 100... Reactants: ClCCl, CC(=O)Cl, CCN(C(C)C)C(C)C, COc1ccc(C(=O)N2c3ccccc3C(Nc3ccc([N+](=O)[O-])cc3)CC2C)cc1. Product: COc1ccc(C(=O)N2c3ccccc3C(N(C(C)=O)c3ccc([N+](=O)[O-])cc3)CC2C)cc1. Reaction SMILES: [CH2:45]([Cl:46])[Cl:47].[CH3:41][C:42]([Cl:43])=[O:44].[CH:32]([N:33]([CH:34]([CH3:35])[CH3:36])[CH2:37][CH3:38])([CH3:39])[CH3:40].[N+:1](=[O:2])([O-:3])[c:4]1[cH:5][cH:6][c:7]([NH:10][CH:11]2[CH2:12][CH:13]([CH3:31])[N:14]([C:21](=[O:22])[c:23]3[cH:24][cH:25][c:26]([O:29][CH3:30])[cH:27][cH:28]3)[c:15]3[cH:16][cH:17][cH:18][cH:19][c:20]32)[cH:8][cH:9]1>>[N+:1](=[O:2])([O-:3])[c:4]1[cH:5][cH:6][c:7]([N:10]([CH:11]2[CH2:12][CH:13]([CH3:31])[N:14]([C:21](=[O:22])[c:23]3[cH:24][cH:25][c:26]([O:29][CH3:30])[cH:27][cH:28]3)[c:15]3[cH:16][cH:17][cH:18][cH:19][c:20]32)[C:42]([CH3:41])=[O:44])[cH:8][cH:9]1.